From a dataset of the Open Reaction Database (ORD), a public repository of structured organic reaction records. describe an organic reaction: reactants, conditions, products, and yield The reactants are Cl.NC=1N=C(C2=C(N1)NC1=CC=CC=C12)Cl (2-amino-4-chloroindolo[2,3-d]pyrimidine hydrochloride), BrC=1C=C(N)C=CC1 (3-bromoaniline). Solvent: CC(C)O (2-propanol), CO (methanol), CC(C)O (2-propanol). Run at time 18 hour. The product is NC=1N=C(C2=C(N1)NC1=CC=CC=C12)NC1=CC(=CC=C1)Br (2-amino-4-(3-bromoanilino)indolo[2,3-d]pyrimidine). Yield: 16.0%. Reaction SMILES: Cl.[NH2:2][C:3]1[N:4]=[C:5](Cl)[C:6]2[C:15]3[C:10](=[CH:11][CH:12]=[CH:13][CH:14]=3)[NH:9][C:7]=2[N:8]=1.[Br:17][C:18]1[CH:19]=[C:20]([CH:22]=[CH:23][CH:24]=1)[NH2:21]>CC(O)C.CO>[NH2:2][C:3]1[N:4]=[C:5]([NH:21][C:20]2[CH:22]=[CH:23][CH:24]=[C:18]([Br:17])[CH:19]=2)[C:6]2[C:15]3[C:10](=[CH:11][CH:12]=[CH:13][CH:14]=3)[NH:9][C:7]=2[N:8]=1 |f:0.1|. Procedure: A mixture of 2-amino-4-chloroindolo[2,3-d]pyrimidine hydrochloride (123 mg, 0.6 mmol) and 3-bromoaniline (0.3 mL, 2.8 mmol) in 2-propanol (6 mL) is heated at reflux for 4 hr, filtered through a celite pad, and concentrated in vacuo. The residue is partitioned between ethyl acetate (25 mL) and water (25 mL). The aqueous phase is extracted with further ethyl acetate (2×20 mL), followed by washing the combined extracts with 1% aqueous sodium hydroxide (25 mL), water (2×40 mL) , saturated brine (40 ... Reactants: CCCN(CC1CC1)c1ccc(C(F)(F)F)cc1CN(Cc1cc(C#N)cc(C(F)(F)F)c1)c1ncc(OCCCC(=O)OCC)cn1, CCOC(C)=O, [Na+], C1CCOC1, [OH-]. The product is CCCN(CC1CC1)c1ccc(C(F)(F)F)cc1CN(Cc1cc(C#N)cc(C(F)(F)F)c1)c1ncc(OCCCC(=O)O)cn1. RXN SMILES: [C:1](#[N:2])[c:3]1[cH:4][c:5]([CH2:6][N:7]([c:8]2[n:9][cH:10][c:11]([O:14][CH2:15][CH2:16][CH2:17][C:18](=[O:19])[O:20][CH2:21][CH3:22])[cH:12][n:13]2)[CH2:23][c:24]2[c:25]([N:34]([CH2:35][CH2:36][CH3:37])[CH2:38][CH:39]3[CH2:40][CH2:41]3)[cH:26][cH:27][c:28]([C:30]([F:31])([F:32])[F:33])[cH:29]2)[cH:42][c:43]([C:45]([F:46])([F:47])[F:48])[cH:44]1.[CH3:51][CH2:52][O:53][C:54](=[O:55])[CH3:56].[Na+:50].[O:57]1[CH2:58][CH2:59][CH2:60][CH2:61]1.[OH-:49]>>[C:1](#[N:2])[c:3]1[cH:4][c:5]([CH2:6][N:7]([c:8]2[n:9][cH:10][c:11]([O:14][CH2:15][CH2:16][CH2:17][C:18](=[O:19])[OH:20])[cH:12][n:13]2)[CH2:23][c:24]2[c:25]([N:34]([CH2:35][CH2:36][CH3:37])[CH2:38][CH:39]3[CH2:40][CH2:41]3)[cH:26][cH:27][c:28]([C:30]([F:31])([F:32])[F:33])[cH:29]2)[cH:42][c:43]([C:45]([F:46])([F:47])[F:48])[cH:44]1. Reactants: methyl ester, ClC=1C(=NC(=C(C1OC1=CC(=C(C=C1)O)C(C)C)Cl)NCC(=O)O)F (3,5-Dichloro-2-fluoro-4-(3-isopropyl-4-hydroxyphenoxy)-6-hydroxycarbonylmethylaminopyridine), CC(C)C[Al]CC(C)C (Dibal-H). Run in C1CCOC1 (THF). The product is ClC=1C(=NC(=C(C1OC1=CC(=C(C=C1)O)C(C)C)Cl)NCCO)F (3,5-Dichloro-2-fluoro-4-(3-isopropyl-4-hydroxyphenoxy)-6-(2-hydroxyethylamino)pyridine). RXN SMILES: [Cl:1][C:2]1[C:3]([F:25])=[N:4][C:5]([NH:20][CH2:21][C:22](O)=[O:23])=[C:6]([Cl:19])[C:7]=1[O:8][C:9]1[CH:14]=[CH:13][C:12]([OH:15])=[C:11]([CH:16]([CH3:18])[CH3:17])[CH:10]=1.CC(C[Al]CC(C)C)C>C1COCC1>[Cl:1][C:2]1[C:3]([F:25])=[N:4][C:5]([NH:20][CH2:21][CH2:22][OH:23])=[C:6]([Cl:19])[C:7]=1[O:8][C:9]1[CH:14]=[CH:13][C:12]([OH:15])=[C:11]([CH:16]([CH3:18])[CH3:17])[CH:10]=1 |^1:28|. Procedure: By reduction of the methyl ester of 3,5-dichloro-2-fluoro-4-(3-isopropyl-4-hydroxyphenoxy)-6-hydroxycarbonyl-methylaminopyridine (example 2), with Dibal-H in THF. The reactants are BrC1(C(C1)(CCOS(=O)(=O)C1=CC=CC=C1)Br)Br (1,1,2-tribromo-2-(2-benzenesulfonyloxyethyl)-cyclopropane), C[Li] (methyl lithium), O (water). Solvent: C(C)OCC (diethyl ether), C(C)OCC (diethyl ether). Conditions: temperature -78 celsius. The product is C1(=CC=CC=C1)S(=O)(=O)OCCC1=CC1 (2-(2-benzenesulfonyloxyethyl)-cyclopropene). The yield is 70.0%. RXN SMILES: Br[C:2]1(Br)[CH2:4][C:3]1(Br)[CH2:5][CH2:6][O:7][S:8]([C:11]1[CH:16]=[CH:15][CH:14]=[CH:13][CH:12]=1)(=[O:10])=[O:9].C[Li].O>C(OCC)C>[C:11]1([S:8]([O:7][CH2:6][CH2:5][C:3]2[CH2:4][CH:2]=2)(=[O:10])=[O:9])[CH:12]=[CH:13][CH:14]=[CH:15][CH:16]=1. Procedure: A solution of 0.745 g (0.00150 mol) of 1,1,2-tribromo-2-(2-benzenesulfonyloxyethyl)-cyclopropane in 4 ml of diethyl ether was placed under a nitrogen atmosphere by use of a Firestone valve. While cooling to −78° C. in a dry ice/acetone bath, 23.45 ml (0.00450 mol) of 1.4 M methyl lithium in diethyl ether was added slowly via syringe. After 15 minutes warmed to 0° C. in an ice water bath then returned to −78° C. for about 30 minutes before 2 ml of water was added via syringe. The resulting mixtur... The reactants are C1CCOC1, CCN(C(C)C)C(C)C, Nc1ccccc1, O=C(O)c1c(CN2CCOCC2)cccc1[N+](=O)[O-], O=S(Cl)Cl. The product is O=C(Nc1ccccc1)c1c(CN2CCOCC2)cccc1[N+](=O)[O-]. Reaction SMILES: [CH2:40]1[O:41][CH2:42][CH2:43][CH2:44]1.[CH:31]([N:32]([CH:33]([CH3:34])[CH3:35])[CH2:36][CH3:37])([CH3:38])[CH3:39].[NH2:24][c:25]1[cH:26][cH:27][cH:28][cH:29][cH:30]1.[O:1]1[CH2:2][CH2:3][N:4]([CH2:7][c:8]2[c:9]([C:10](=[O:11])[OH:12])[c:13]([N+:17](=[O:18])[O-:19])[cH:14][cH:15][cH:16]2)[CH2:5][CH2:6]1.[S:20]([Cl:21])([Cl:22])=[O:23]>>[O:1]1[CH2:2][CH2:3][N:4]([CH2:7][c:8]2[c:9]([C:10](=[O:12])[NH:24][c:25]3[cH:26][cH:27][cH:28][cH:29][cH:30]3)[c:13]([N+:17](=[O:18])[O-:19])[cH:14][cH:15][cH:16]2)[CH2:5][CH2:6]1.